From a dataset of the Open Reaction Database (ORD), a public repository of structured organic reaction records. describe an organic reaction: reactants, conditions, products, and yield The reactants are CCCCCCCCOc1cc(C)c(N)c(C)c1, CCN(C(C)C)C(C)C, O=C(Cl)CCl, ClCCl. The product is CCCCCCCCOc1cc(C)c(NC(=O)CCl)c(C)c1. Reaction SMILES: [CH3:1][c:2]1[c:3]([NH2:4])[c:5]([CH3:18])[cH:6][c:7]([O:9][CH2:10][CH2:11][CH2:12][CH2:13][CH2:14][CH2:15][CH2:16][CH3:17])[cH:8]1.[CH:19]([N:20]([CH2:21][CH3:22])[CH:23]([CH3:24])[CH3:25])([CH3:26])[CH3:27].[Cl:28][CH2:29][C:30](=[O:31])[Cl:32].[Cl:33][CH2:34][Cl:35]>>[CH3:1][c:2]1[c:3]([NH:4][C:30]([CH2:29][Cl:28])=[O:31])[c:5]([CH3:18])[cH:6][c:7]([O:9][CH2:10][CH2:11][CH2:12][CH2:13][CH2:14][CH2:15][CH2:16][CH3:17])[cH:8]1. Starting materials: C([O-])([O-])=O.[K+].[K+] (potassium carbonate), N1=CC=CC=C1 (pyridine), ClC=1C=CC(=C(C#N)C1)[N+](=O)[O-] (5-chloro-2nitrobenzonitrile), C1=C(C=CC2=CC=CC=C12)S (2-naphthalenethiol). Solvent: CN(C=O)C (N,N-dimethylformamide), O (water). Run at temperature 0 celsius, time 1 hour. The product is [N+](=O)([O-])C1=C(C#N)C=C(C=C1)SC1=CC2=CC=CC=C2C=C1 (2-nitro-5-(naphth-2-ylthio)benzonitrile). The yield is 80.1%. As a reaction SMILES: Cl[C:2]1[CH:3]=[CH:4][C:5]([N+:10]([O-:12])=[O:11])=[C:6]([CH:9]=1)[C:7]#[N:8].[CH:13]1[C:22]2[C:17](=[CH:18][CH:19]=[CH:20][CH:21]=2)[CH:16]=[CH:15][C:14]=1[SH:23].C(=O)([O-])[O-].[K+].[K+].N1C=CC=CC=1>CN(C)C=O.O>[N+:10]([C:5]1[CH:4]=[CH:3][C:2]([S:23][C:14]2[CH:15]=[CH:16][C:17]3[C:22](=[CH:21][CH:20]=[CH:19][CH:18]=3)[CH:13]=2)=[CH:9][C:6]=1[C:7]#[N:8])([O-:12])=[O:11] |f:2.3.4|. Procedure: A stirred solution of 10.0 grams (0.055 mole) of 5-chloro-2nitrobenzonitrile and 8.8 grams (0.055 mole) of 2-naphthalenethiol in 80 mL of N,N-dimethylformamide was cooled to 0° C., and 7.6 grams (0.055 mole) of potassium carbonate was added. Upon completion of addition, the reaction mixture was stirred at 0° C. for 1 hour. Thin layer chromatographic (TLC) analysis of the reaction mixture after this time indicated that the reaction had not gone to completion. The reaction mixture was then allowed... Starting materials: OS(=O)(=O)[O-].[Na+] (NaHSO4), COC([C@H](CNC(=O)C1=CC(=NO1)OCCCC1CCN(CC1)C(=O)OC(C)(C)C)NS(=O)(=O)CCCC)=O (3-[3-(N-Boc-Piperidin-4-yl)propyloxy]isoxazole-5-carbonyl-2(S)-butylsulfonylamino-β-alanine methyl ester), O[Li].O (LiOH.H2O), O (H2O). The solvent is C1CCOC1 (THF). Yields the product C(=O)(OC(C)(C)C)N1CCC(CC1)CCCOC1=NOC(=C1)C(=O)NC[C@@H](C(=O)O)NS(=O)(=O)CCCC (3-[3-(N-BOC-Piperidin-4-yl)propyloxy]isoxazole-5-carbonyl-2(S)-butylsulfonylamino-β-alanine). Reaction SMILES: C[O:2][C:3](=[O:39])[C@@H:4]([NH:31][S:32]([CH2:35][CH2:36][CH2:37][CH3:38])(=[O:34])=[O:33])[CH2:5][NH:6][C:7]([C:9]1[O:13][N:12]=[C:11]([O:14][CH2:15][CH2:16][CH2:17][CH:18]2[CH2:23][CH2:22][N:21]([C:24]([O:26][C:27]([CH3:30])([CH3:29])[CH3:28])=[O:25])[CH2:20][CH2:19]2)[CH:10]=1)=[O:8].O[Li].O.O.OS([O-])(=O)=O.[Na+]>C1COCC1>[C:24]([N:21]1[CH2:20][CH2:19][CH:18]([CH2:17][CH2:16][CH2:15][O:14][C:11]2[CH:10]=[C:9]([C:7]([NH:6][CH2:5][C@H:4]([NH:31][S:32]([CH2:35][CH2:36][CH2:37][CH3:38])(=[O:34])=[O:33])[C:3]([OH:39])=[O:2])=[O:8])[O:13][N:12]=2)[CH2:23][CH2:22]1)([O:26][C:27]([CH3:30])([CH3:29])[CH3:28])=[O:25] |f:1.2,4.5|. Procedure: A solution of 3-8 (1.86 mg, 0.32 mmol), LiOH.H2O (67 mg, 1.6 mmol), H2O (2 mL), and THF (8 mL) was stirred at ambient temperature for 1.0 h. The solution was acidified with 1M NaHSO4 followed by evaporation of THF. The residue was partitioned between EtOAc and brine. The EtOAc layer was then dried (MgSO4) and concentrated to give 3-9 as a pale yellow solid. Rf 0.40 (silica, 9/.0.5/0.5 CH2Cl2 :CH3OH:HOAc). Starting materials: COc1ccc(OC)c(C=O)c1, O=S(=O)(O)O. Product: COc1ccc(O)cc1C=O. As a reaction SMILES: [CH3:1][O:2][c:3]1[c:4]([CH:5]=[O:6])[cH:7][c:8]([O:11][CH3:12])[cH:9][cH:10]1.[S:13](=[O:14])(=[O:15])([OH:16])[OH:17]>>[CH3:1][O:2][c:3]1[c:4]([CH:5]=[O:6])[cH:7][c:8]([OH:11])[cH:9][cH:10]1. The reactants are C(C)C1=CC=CC=2N=C(NC21)CC (diethylbenzimidazole), N1=C(NC2=C1C=CC=C2)CCC=2C=C(C=CC2)O (3-(2-Benzimidazol-2-ylethyl)phenol), C(=O)([O-])[O-].[K+].[K+] (K2CO3), C(C)I (Ethyl iodide). Solvent: CN(C)C=O (DMF). Run at time 8 hour. The product is N1=C(NC2=C1C=CC=C2)CCC2=CC(=CC=C2)OCC (1-(2-Benzimidazol-2-ylethyl)-3-ethoxybenzene). Isolated yield 38.3%. As a reaction SMILES: [N:1]1[C:5]2[CH:6]=[CH:7][CH:8]=[CH:9][C:4]=2[NH:3][C:2]=1[CH2:10][CH2:11][C:12]1[CH:13]=[C:14]([OH:18])[CH:15]=[CH:16][CH:17]=1.C([O-])([O-])=O.[K+].[K+].[CH2:25](I)[CH3:26].C(C1C2NC(CC)=NC=2C=CC=1)C>CN(C=O)C>[N:1]1[C:5]2[CH:6]=[CH:7][CH:8]=[CH:9][C:4]=2[NH:3][C:2]=1[CH2:10][CH2:11][C:12]1[CH:17]=[CH:16][CH:15]=[C:14]([O:18][CH2:25][CH3:26])[CH:13]=1 |f:1.2.3|. Procedure details: A 100 mL flask fitted with a stir-bar and septum with an Ar inlet was charged with benzimidazole 69 (2.00 g, 8.39 mmol), K2CO3 (1.74 g, 12.6 mmol), and DMF (20 mL). Ethyl iodide (1.44 g, 0.74 mL, 9.23 mmol) was added, and the mixture stirred at rt overnight. Analysis by HPLC showed a mixture of approximately 1:3:2 starting material:product:diethylbenzimidazole. The solids were filtered off and rinsed with EtOAc (60 mL). The filtrate was washed with saturated aqueous NH4Cl (2×50 mL), H2O (2×50 mL... Starting materials: COC(C[C@@H]1COC2=C1C=CC(=C2)O[C@@H]2CCC1=C(C(=CC=C21)C(F)(F)F)Br)=O ({(S)-6-[(R)-4-bromo-5-trifluoromethyl-indan-1-yloxy]-2,3-dihydro-benzofuran-3-yl}-acetic acid methyl ester), C1CC12CC[NH+](CC2)C[B-](F)(F)F ((6-azonia-spiro[2.5]octan-6-yl)methyltrifluoroborate), Intermediate 3. The product is COC(C[C@@H]1COC2=C1C=CC(=C2)O[C@@H]2CCC1=C(C(=CC=C21)C(F)(F)F)CN2CCC1(CC1)CC2)=O ({(S)-6-[(R)-4-(6-Aza-spiro[2.5]oct-6-ylmethyl)-5-trifluoromethyl-indan-1-yloxy]-2,3-dihydro-benzofuran-3-yl}-acetic acid methyl ester). RXN SMILES: [CH3:1][O:2][C:3](=[O:29])[CH2:4][C@H:5]1[C:9]2[CH:10]=[CH:11][C:12]([O:14][C@H:15]3[C:23]4[C:18](=[C:19](Br)[C:20]([C:24]([F:27])([F:26])[F:25])=[CH:21][CH:22]=4)[CH2:17][CH2:16]3)=[CH:13][C:8]=2[O:7][CH2:6]1.[CH2:30]1[C:32]2([CH2:37][CH2:36][NH+:35]([CH2:38][B-](F)(F)F)[CH2:34][CH2:33]2)[CH2:31]1>>[CH3:1][O:2][C:3](=[O:29])[CH2:4][C@H:5]1[C:9]2[CH:10]=[CH:11][C:12]([O:14][C@H:15]3[C:23]4[C:18](=[C:19]([CH2:38][N:35]5[CH2:36][CH2:37][C:32]6([CH2:30][CH2:31]6)[CH2:33][CH2:34]5)[C:20]([C:24]([F:27])([F:26])[F:25])=[CH:21][CH:22]=4)[CH2:17][CH2:16]3)=[CH:13][C:8]=2[O:7][CH2:6]1. Procedure: The title compound is prepared from {(S)-6-[(R)-4-bromo-5-trifluoromethyl-indan-1-yloxy]-2,3-dihydro-benzofuran-3-yl}-acetic acid methyl ester and (6-azonia-spiro[2.5]octan-6-yl)methyltrifluoroborate following a procedure analogous to that described for Intermediate 3. LC (method 1): tR=0.96 min; Mass spectrum (ESI+): m/z=516 [M+H]+. Starting materials: oxide, Br (HBr), [K+].[Br-] (KBr), COC1=CC=C(C=C1)P(C1=C(C=C(C(=C1)C)C)C)C1=CC=C(C=C1)OC (bis(4-methoxyphenyl)-2,4,5-trimethylphenylphosphine), S(=O)([O-])[O-].[Na+].[Na+] (sodium sulfite), CBr (methyl bromide). Run at temperature 118 celsius. The product is OC1=CC=C(C=C1)P(C1=C(C=C(C(=C1)C)C)C)(C1=CC=C(C=C1)O)=O (bis(4-hydroxyphenyl)-2,4,5-trimethylphenylphosphine oxide). Yield: 68.9%. Reaction SMILES: C[O:2][C:3]1[CH:8]=[CH:7][C:6]([P:9]([C:19]2[CH:24]=[CH:23][C:22]([O:25]C)=[CH:21][CH:20]=2)[C:10]2[CH:15]=[C:14]([CH3:16])[C:13]([CH3:17])=[CH:12][C:11]=2[CH3:18])=[CH:5][CH:4]=1.Br.[K+].[Br-].S([O-])([O-])=[O:31].[Na+].[Na+].CBr>>[OH:2][C:3]1[CH:8]=[CH:7][C:6]([P:9](=[O:31])([C:19]2[CH:24]=[CH:23][C:22]([OH:25])=[CH:21][CH:20]=2)[C:10]2[CH:15]=[C:14]([CH3:16])[C:13]([CH3:17])=[CH:12][C:11]=2[CH3:18])=[CH:5][CH:4]=1 |f:2.3,4.5.6|. Procedure: A reaction flask containing the bis(4-methoxyphenyl)-2,4,5-trimethylphenylphosphine. oxide mixture (443.7 g) was charged with 48% aq. HBr (934 mL) and KBr (59.5 g). The flask was fitted with a sodium sulfite scrubber for containment of methyl bromide. The reaction mixture was heated to reflux (118° C.) and maintained at reflux until complete based on HPLC analysis. The molten product was worked up to give 283.3 g of bis(4-hydroxyphenyl)-2,4,5-trimethylphenylphosphine oxide mixture as a cream sol... Reactants: CCCC[N+](CCCC)(CCCC)CCCC, C1CCOC1, [F-], C[Si](C)(C)C#Cc1cnn(C2CCC(N3CC(NC(=O)CNC(=O)c4cccc(C(F)(F)F)c4)C3)CC2)c1. The product is C#Cc1cnn(C2CCC(N3CC(NC(=O)CNC(=O)c4cccc(C(F)(F)F)c4)C3)CC2)c1. RXN SMILES: [CH2:40]([N+:41]([CH2:42][CH2:43][CH2:44][CH3:45])([CH2:46][CH2:47][CH2:48][CH3:49])[CH2:50][CH2:51][CH2:52][CH3:53])[CH2:54][CH2:55][CH3:56].[CH2:57]1[O:58][CH2:59][CH2:60][CH2:61]1.[F-:39].[F:1][C:2]([c:3]1[cH:4][c:5]([C:6](=[O:7])[NH:8][CH2:9][C:10]([NH:11][CH:12]2[CH2:13][N:14]([CH:16]3[CH2:17][CH2:18][CH:19]([n:22]4[n:23][cH:24][c:25]([C:27]#[C:28][Si:29]([CH3:30])([CH3:31])[CH3:32])[cH:26]4)[CH2:20][CH2:21]3)[CH2:15]2)=[O:33])[cH:34][cH:35][cH:36]1)([F:37])[F:38]>>[F:1][C:2]([c:3]1[cH:4][c:5]([C:6](=[O:7])[NH:8][CH2:9][C:10]([NH:11][CH:12]2[CH2:13][N:14]([CH:16]3[CH2:17][CH2:18][CH:19]([n:22]4[n:23][cH:24][c:25]([C:27]#[CH:28])[cH:26]4)[CH2:20][CH2:21]3)[CH2:15]2)=[O:33])[cH:34][cH:35][cH:36]1)([F:37])[F:38].